From a dataset of the Open Reaction Database (ORD), a public repository of structured organic reaction records. describe an organic reaction: reactants, conditions, products, and yield Yields the product COc1cn(-c2cc(N3CCCC3=O)ccc2F)nc(-c2ccnn2-c2ccccc2)c1=O. RXN SMILES: [CH2:51]1[O:52][CH2:53][CH2:54][O:55][CH2:56]1.[Cu:62][I:63].[F:1][c:2]1[c:3](-[n:9]2[n:10][c:11](-[c:18]3[cH:19][cH:20][n:21][n:22]3-[c:23]3[cH:24][cH:25][cH:26][cH:27][cH:28]3)[c:12](=[O:17])[c:13]([O:15][CH3:16])[cH:14]2)[cH:4][c:5]([I:8])[cH:6][cH:7]1.[K+:40].[K+:41].[K+:42].[NH2:43][CH:44]1[CH2:45][CH2:46][CH2:47][CH2:48][CH:49]1[NH2:50].[Na+:61].[O-:57][C:58]([OH:59])=[O:60].[O:29]=[C:30]1[CH2:31][CH2:32][CH2:33][NH:34]1.[P:35]([O-:36])([O-:37])([O-:38])=[O:39]>>[F:1][c:2]1[c:3](-[n:9]2[n:10][c:11](-[c:18]3[cH:19][cH:20][n:21][n:22]3-[c:23]3[cH:24][cH:25][cH:26][cH:27][cH:28]3)[c:12](=[O:17])[c:13]([O:15][CH3:16])[cH:14]2)[cH:4][c:5]([N:34]2[C:30](=[O:29])[CH2:31][CH2:32][CH2:33]2)[cH:6][cH:7]1. The reactants are C1COCCO1, [Cu]I, COc1cn(-c2cc(I)ccc2F)nc(-c2ccnn2-c2ccccc2)c1=O, [K+], [K+], [K+], NC1CCCCC1N, [Na+], O=C([O-])O, O=C1CCCN1, O=P([O-])([O-])[O-]. Reactants: C(C)C=1C(=CN2C=CC=CC12)C1=CC=C(C(=O)OCC)C=C1 (ethyl 4-(1-ethylindolizine-2-yl)benzoate), [H-].[Al+3].[Li+].[H-].[H-].[H-] (lithium aluminium hydride). Yields the product C(C)C=1C(=CN2C=CC=CC12)C1=CC=C(C=C1)CO (1-ethyl-2-(4-hydroxymethylphenyl)indolizine). Yield: 94.0%. RXN SMILES: [CH2:1]([C:3]1[C:4]([C:12]2[CH:22]=[CH:21][C:15]([C:16](OCC)=[O:17])=[CH:14][CH:13]=2)=[CH:5][N:6]2[C:11]=1[CH:10]=[CH:9][CH:8]=[CH:7]2)[CH3:2].[H-].[Al+3].[Li+].[H-].[H-].[H-]>>[CH2:1]([C:3]1[C:4]([C:12]2[CH:13]=[CH:14][C:15]([CH2:16][OH:17])=[CH:21][CH:22]=2)=[CH:5][N:6]2[C:11]=1[CH:10]=[CH:9][CH:8]=[CH:7]2)[CH3:2] |f:1.2.3.4.5.6|. Procedure: The general synthetic pathway outlined in example 1, step 1-2, have been applied to proper starting materials in the preparation of ethyl 4-(1-ethylindolizine-2-yl)benzoate, which was reduced with lithium aluminium hydride by the general synthetic principles outlined in example 1, step 4, to afford 1-ethyl-2-(4-hydroxymethylphenyl)indolizine in 94% yield. 1H-NMR (CDCl3, 200 MHz) δ: 1.20 (t, 3H); 2.88 (q, 2H); 4.72 (s, 2H); 6.41 (ddd, 1H); 6.61 (ddd, 1H); 7.29-7.52 (m, 6H); 7.83 (d, 1H). The reactants are BrC1=CN=C2N1C=CC(=N2)C2=NC(=NO2)C (3-Bromo-7-(3-methyl-[1,2,4]oxadiazol-5-yl)imidazo[1,2-α]pyrimidine), FC1=C(C=C(C=C1)B1OC(C(O1)(C)C)(C)C)C=1C(=CC=CC1)C#N (2′-fluoro-5′-(4,4,5,5-tetramethyl-[1,3,2]dioxaborolan-2-yl)biphenyl-2-carbonitrile). The product is FC1=C(C=C(C=C1)C1=CN=C2N1C=CC(=N2)C2=NC(=NO2)C)C=2C(=CC=CC2)C#N (2′-fluoro-5′-[7-(3-methyl-[1,2,4]oxadiazol-5-yl)imidazo[1,2-α]pyrimidin-3-yl]biphenyl-2-carbonitrile). As a reaction SMILES: Br[C:2]1[N:6]2[CH:7]=[CH:8][C:9]([C:11]3[O:15][N:14]=[C:13]([CH3:16])[N:12]=3)=[N:10][C:5]2=[N:4][CH:3]=1.[F:17][C:18]1[CH:23]=[CH:22][C:21](B2OC(C)(C)C(C)(C)O2)=[CH:20][C:19]=1[C:33]1[C:34]([C:39]#[N:40])=[CH:35][CH:36]=[CH:37][CH:38]=1>>[F:17][C:18]1[CH:23]=[CH:22][C:21]([C:2]2[N:6]3[CH:7]=[CH:8][C:9]([C:11]4[O:15][N:14]=[C:13]([CH3:16])[N:12]=4)=[N:10][C:5]3=[N:4][CH:3]=2)=[CH:20][C:19]=1[C:33]1[C:34]([C:39]#[N:40])=[CH:35][CH:36]=[CH:37][CH:38]=1. Procedure: 3-Bromo-7-(3-methyl-[1,2,4]oxadiazol-5-yl)imidazo[1,2-α]pyrimidine was coupled with 2′-fluoro-5′-(4,4,5,5-tetramethyl-[1,3,2]dioxaborolan-2-yl)biphenyl-2-carbonitrile as described in Example 2 to give 2′-fluoro-5′-[7-(3-methyl-[1,2,4]oxadiazol-5-yl)imidazo[1,2-α]pyrimidin-3-yl]biphenyl-2-carbonitrile as a yellow solid: δH (400 MHz, CDCl3) 2.55 (3H, s), 7.46 (1H, t, J 9), 7.56-7.59 (1H, m), 7.64 (2H, dd, J 7 and 2), 7.69-7.73 (2H, m), 7.81-7.87 (2H, m), 8.16 (1H, s), 9.05 (1H, s); m/z (ES+) 397 (... The reactants are CC(C)(C)OCC(O)CC1(O)CCN(C(=O)OC(C)(C)C)CC1, CN(C)C=O, ClCc1ccccc1, [H-], [Na+], O. Product: CC(C)(C)OCC(CC1(O)CCN(C(=O)OC(C)(C)C)CC1)OCc1ccccc1. As a reaction SMILES: [C:1]([CH3:2])([CH3:3])([CH3:4])[O:5][CH2:6][CH:7]([CH2:8][C:9]1([OH:22])[CH2:10][CH2:11][N:12]([C:15](=[O:16])[O:17][C:18]([CH3:19])([CH3:20])[CH3:21])[CH2:13][CH2:14]1)[OH:23].[CH3:35][N:36]([CH3:37])[CH:38]=[O:39].[Cl:26][CH2:27][c:28]1[cH:29][cH:30][cH:31][cH:32][cH:33]1.[H-:24].[Na+:25].[OH2:34]>>[C:1]([CH3:2])([CH3:3])([CH3:4])[O:5][CH2:6][CH:7]([CH2:8][C:9]1([OH:22])[CH2:10][CH2:11][N:12]([C:15](=[O:16])[O:17][C:18]([CH3:19])([CH3:20])[CH3:21])[CH2:13][CH2:14]1)[O:23][CH2:27][c:28]1[cH:29][cH:30][cH:31][cH:32][cH:33]1. Reaction SMILES: [C:9]([CH3:10])([CH3:11])([CH3:12])[c:13]1[cH:14][cH:15][c:16]([CH2:19][CH:20]([CH2:21][Cl:22])[CH3:23])[cH:17][cH:18]1.[GeH4:24].[NH2:1][CH:2]1[CH:3]([NH2:8])[CH2:4][CH2:5][CH2:6][CH2:7]1.[Na+:26].[OH-:25]>>[NH:1]([CH:2]1[CH:3]([NH2:8])[CH2:4][CH2:5][CH2:6][CH2:7]1)[CH2:21][CH:20]([CH2:19][c:16]1[cH:15][cH:14][c:13]([C:9]([CH3:10])([CH3:11])[CH3:12])[cH:18][cH:17]1)[CH3:23]. Reactants: CC(CCl)Cc1ccc(C(C)(C)C)cc1, [GeH4], NC1CCCCC1N, [Na+], [OH-]. The product is CC(CNC1CCCCC1N)Cc1ccc(C(C)(C)C)cc1. Starting materials: O=C([O-])O, CCO, CCOCn1nccc1C(=O)c1ccc(OCC(=O)OCC)c(Cl)c1Cl, Cl, [Na+]. Yields the product CCOC(=O)COc1ccc(C(=O)c2ccn[nH]2)c(Cl)c1Cl. Reaction SMILES: [C:28](=[O:29])([OH:30])[O-:31].[CH3:33][CH2:34][OH:35].[Cl:1][c:2]1[c:3]([O:4][CH2:5][C:6](=[O:7])[O:8][CH2:9][CH3:10])[cH:11][cH:12][c:13]([C:16](=[O:17])[c:18]2[cH:19][cH:20][n:21][n:22]2[CH2:23][O:24][CH2:25][CH3:26])[c:14]1[Cl:15].[ClH:27].[Na+:32]>>[Cl:1][c:2]1[c:3]([O:4][CH2:5][C:6](=[O:7])[O:8][CH2:9][CH3:10])[cH:11][cH:12][c:13]([C:16](=[O:17])[c:18]2[cH:19][cH:20][n:21][nH:22]2)[c:14]1[Cl:15].